The task is: describe an organic reaction: reactants, conditions, products, and yield. This data is from the Open Reaction Database (ORD), a public repository of structured organic reaction records. The reactants are C1CCOC1, CN, COC(=O)c1cc([N+](=O)[O-])c(Cl)nc1OCC(F)F. Product: CNc1nc(OCC(F)F)c(C(=O)OC)cc1[N+](=O)[O-]. RXN SMILES: [CH2:22]1[O:23][CH2:24][CH2:25][CH2:26]1.[CH3:1][NH2:2].[CH3:3][O:4][C:5]([c:6]1[c:7]([O:16][CH2:17][CH:18]([F:19])[F:20])[n:8][c:9]([Cl:15])[c:10]([N+:12](=[O:13])[O-:14])[cH:11]1)=[O:21]>>[CH3:1][NH:2][c:9]1[n:8][c:7]([O:16][CH2:17][CH:18]([F:19])[F:20])[c:6]([C:5]([O:4][CH3:3])=[O:21])[cH:11][c:10]1[N+:12](=[O:13])[O-:14].